From a dataset of the Open Reaction Database (ORD), a public repository of structured organic reaction records. describe an organic reaction: reactants, conditions, products, and yield Starting materials: N1=C(Cl)N=C(Cl)N=C1Cl (cyanuric chloride), CC=1C=CC=CC1C (o-xylene), [Cl-].[Al+3].[Cl-].[Cl-] (aluminum chloride), ice water. The product is CC=1C=C(C=CC1C)C1=NC(=NC(=N1)C1=CC(=C(C=C1)C)C)C1=CC(=C(C=C1)C)C (Tris-(3,4-Dimethylphenyl)-s-Triazine). As a reaction SMILES: [N:1]1[C:8](Cl)=[N:7][C:5](Cl)=[N:4][C:2]=1Cl.[Cl-].[Al+3].[Cl-].[Cl-].[CH3:14][C:15]1[CH:16]=[CH:17][CH:18]=[CH:19][C:20]=1[CH3:21]>>[CH3:14][C:15]1[CH:16]=[C:17]([C:2]2[N:4]=[C:5]([C:17]3[CH:18]=[CH:19][C:20]([CH3:21])=[C:15]([CH3:14])[CH:16]=3)[N:7]=[C:8]([C:17]3[CH:18]=[CH:19][C:20]([CH3:21])=[C:15]([CH3:14])[CH:16]=3)[N:1]=2)[CH:18]=[CH:19][C:20]=1[CH3:21] |f:1.2.3.4|. Procedure details: A mixture of 36.8 g. (0.20 mole) of cyanuric chloride, 88.0 g. (0.66 mole) of anhydrous aluminum chloride and 250 ml. of o-xylene was heated at 45°C for 1.5 hours. After cooling to room temperature, the mixture was poured into ice water, and then steam distilled to remove the excess o-xylene. The water was decanted from the pot residue and the remaining solid filtered, washed with acetone and dried to yield 58.1 g. of product, m.p. 220°-230°. Recrystallization from benzene gave an analytically p... Starting materials: CC(C)(C)OC(=O)NCCN1C(CN(CC1)C(=O)OC(C)(C)C)C(=O)OCC (1-(1,1-dimethylethyl) 3-ethyl 4-[2-({[(1,1-dimethylethyl)oxy]carbonyl}amino)ethyl]-1,3-piperazinedicarboxylate), C(=O)(C(F)(F)F)O (TFA). Run in ClCCl (dichloromethane). Run at time 2 hour. The product is C1(C2N(CCN1)CCNC2)=O (hexahydro-2H-pyrazino[1,2-a]pyrazin-1(6H)-one). Yield: 38.6%. Reaction SMILES: CC(OC([NH:8][CH2:9][CH2:10][N:11]1[CH2:16][CH2:15][N:14](C(OC(C)(C)C)=O)[CH2:13][CH:12]1[C:24]([O:26]CC)=O)=O)(C)C.C(O)(C(F)(F)F)=O>ClCCl>[C:24]1(=[O:26])[NH:8][CH2:9][CH2:10][N:11]2[CH2:16][CH2:15][NH:14][CH2:13][CH:12]12. Procedure details: To a solution of 1-(1,1-dimethylethyl) 3-ethyl 4-[2-({[(1,1-dimethylethyl)oxy]carbonyl}amino)ethyl]-1,3-piperazinedicarboxylate (D77, 2.492 g, 6.21 mmol) in dichloromethane (30 mL) kept at 0° C. was added TFA (10 mL) dropwise. The solution was kept at 0° C. for 2 h, and then at room temperature for 6 h. The deprotected product was isolated by SCX and the resulting solution was evaporated at 50° C. to induce cyclization. The target product was purified by reverse phase chromatography (Oasis HLB 6... Starting materials: C(C)(=O)OCCC[C@@H](CO[Si](C)(C)C(C)(C)C)NC(=O)OC(C)(C)C ((S)-4-(tert-butoxycarbonylamino)-5-(tert-butyldimethylsilyloxy)pentyl acetate), CI (MeI), [H-].[Na+] (sodium hydride). Solvent: CN(C)C=O (DMF). Run at temperature 0 celsius. Yields the product C(C)(=O)OCCC[C@@H](CO[Si](C)(C)C(C)(C)C)N(C)C(=O)OC(C)(C)C ((S)-4-(tert-butoxycarbonyl(methyl)amino)-5-(tert-butyldimethylsilyloxy)pentyl acetate). Isolated yield 105.6%. RXN SMILES: [C:1]([O:4][CH2:5][CH2:6][CH2:7][C@H:8]([NH:18][C:19]([O:21][C:22]([CH3:25])([CH3:24])[CH3:23])=[O:20])[CH2:9][O:10][Si:11]([C:14]([CH3:17])([CH3:16])[CH3:15])([CH3:13])[CH3:12])(=[O:3])[CH3:2].[CH3:26]I.[H-].[Na+]>CN(C=O)C>[C:1]([O:4][CH2:5][CH2:6][CH2:7][C@H:8]([N:18]([C:19]([O:21][C:22]([CH3:25])([CH3:24])[CH3:23])=[O:20])[CH3:26])[CH2:9][O:10][Si:11]([C:14]([CH3:15])([CH3:16])[CH3:17])([CH3:12])[CH3:13])(=[O:3])[CH3:2] |f:2.3|. Procedure details: To a solution of (S)-4-(tert-butoxycarbonylamino)-5-(tert-butyldimethylsilyloxy)pentyl acetate (48.2 g, 0.124 mol) and MeI (23.2 mL, 0.372 mol) in DMF (500 mL) was added sodium hydride (60%, 9.9 g, 0.248 mol) at 0° C. The resulting mixture was stirred at 0° C. for 2½ h and LC-MS indicated the reaction was completed. The reaction was quenched with saturated NH4Cl solution and diluted with EtOAc. The organic layer was washed with water and brine, dried over Na2SO4, filtered, and concentrated to gi... Reactants: N1C=CC=2C1=C(N=CC2)NC(C)=O (N-(1H-pyrrolo[2,3-c]pyridin-7-yl) acetamide), ClC1=C(C(=CC(=C1)C(NCCOC)=O)Cl)C(=O)Cl (2,6-dichloro-4-(2-methoxyethylcarbamoyl)benzene carbonyl chloride). The product is C(C)(=O)NC=1N=CC=C2C1NC=C2C(=O)C2=C(C=C(C(=O)NCCOC)C=C2Cl)Cl (4-{[7-(Acetylamino)-1H-pyrrolo[2,3-c]pyridin-3-yl]carbonyl}-3,5-dichloro-N-(2-methoxyethyl)benzamide). As a reaction SMILES: [NH:1]1[C:5]2=[C:6]([NH:10][C:11](=[O:13])[CH3:12])[N:7]=[CH:8][CH:9]=[C:4]2[CH:3]=[CH:2]1.[Cl:14][C:15]1[CH:20]=[C:19]([C:21](=[O:27])[NH:22][CH2:23][CH2:24][O:25][CH3:26])[CH:18]=[C:17]([Cl:28])[C:16]=1[C:29](Cl)=[O:30]>>[C:11]([NH:10][C:6]1[N:7]=[CH:8][CH:9]=[C:4]2[C:3]([C:29]([C:16]3[C:17]([Cl:28])=[CH:18][C:19]([C:21]([NH:22][CH2:23][CH2:24][O:25][CH3:26])=[O:27])=[CH:20][C:15]=3[Cl:14])=[O:30])=[CH:2][NH:1][C:5]=12)(=[O:13])[CH3:12]. Reported procedure: 4-{[7-(Acetylamino)-1H-pyrrolo[2,3-c]pyridin-3-yl]carbonyl}-3,5-dichloro-N-(2-methoxyethyl)benzamide was prepared analogously using N-(1H-pyrrolo[2,3-c]pyridin-7-yl) acetamide and 2,6-dichloro-4-(2-methoxyethylcarbamoyl)benzene carbonyl chloride (Compound No. 17). The reactants are O=C1C(=CN=C2N1C=NC=1C=CC(=CC21)NC(C(C)(C)C)=O)C(=O)O (4-Oxo-10-(pivalamido)-4H-pyrimido[1,2-C]quinazoline-3-carboxylic acid), [OH-].[Na+] (sodium hydroxide), CCOCC (ether). The solvent is CN(C=O)C (N,N-dimethylformamide). Reaction conditions: time 30 minute. Yields the product O=C1C(=CN=C2N1C=NC=1C=CC(=CC21)NC(C(C)(C)C)=O)C(=O)[O-].[Na+] (sodium 4-oxo-10-(pivalamido)-4H-pyrimido[1,2-C]quinazoline-3-carboxylate). The yield is 53.1%. As a reaction SMILES: [O:1]=[C:2]1[N:7]2[CH:8]=[N:9][C:10]3[CH:11]=[CH:12][C:13]([NH:16][C:17](=[O:22])[C:18]([CH3:21])([CH3:20])[CH3:19])=[CH:14][C:15]=3[C:6]2=[N:5][CH:4]=[C:3]1[C:23]([OH:25])=[O:24].[OH-].[Na+:27].CCOCC>CN(C)C=O>[O:1]=[C:2]1[N:7]2[CH:8]=[N:9][C:10]3[CH:11]=[CH:12][C:13]([NH:16][C:17](=[O:22])[C:18]([CH3:20])([CH3:21])[CH3:19])=[CH:14][C:15]=3[C:6]2=[N:5][CH:4]=[C:3]1[C:23]([O-:25])=[O:24].[Na+:27] |f:1.2,5.6|. Procedure details: 4-Oxo-10-(pivalamido)-4H-pyrimido[1,2-C]quinazoline-3-carboxylic acid (3.06 g) was suspended in N,N-dimethylformamide (60 ml). To this suspension was added dropwise sodium hydroxide solution (sodium hydroxide 0.36 g in water 1 ml and ethanol 7 ml) at ambient temperature to give a clear solution. After 30 minutes, ether was added and the precipitated crystals were collected by filtration and washed with ether. The crude crystals were dissolved in water (150 ml) under heating. The solution was fil... Isolated yield 45.3%. As a reaction SMILES: [BH4-].[Na+].[NH2:3][C:4](=[N:6][C:7]1[S:8][CH:9]=[C:10]([C:12]2[CH:13]=[N:14][CH:15]=[C:16]([C:18](OC)=[O:19])[CH:17]=2)[N:11]=1)[NH2:5]>O.CO.O1CCCC1>[NH2:3][C:4](=[N:6][C:7]1[S:8][CH:9]=[C:10]([C:12]2[CH:13]=[N:14][CH:15]=[C:16]([CH2:18][OH:19])[CH:17]=2)[N:11]=1)[NH2:5] |f:0.1|. Solvent: O (water), CO (methanol), O1CCCC1 (tetrahydrofuran). Reactants: [BH4-].[Na+] (sodium borohydride), NC(N)=NC=1SC=C(N1)C=1C=NC=C(C1)C(=O)OC (2-(diaminomethyleneamino)-4-(5-methoxycarbonylpyridin-3-yl)thiazole). Procedure details: A solution of sodium borohydride (1.2 g) in water (25 ml) was added slowly to a solution of 2-(diaminomethyleneamino)-4-(5-methoxycarbonylpyridin-3-yl)thiazole (2.8 g) in methanol (70 ml) and tetrahydrofuran (70 ml) under refluxing for 20 minutes. The mixture was refluxed for 4 hours. The solvent was removed under reduced pressure and the residue was dissolved in water (100 ml). The mixture was extracted with a mixture of ethyl acetate (300 ml) and tetrahydrofuran (150 ml). The extract was dried... Yields the product NC(N)=NC=1SC=C(N1)C=1C=NC=C(C1)CO (2-(diaminomethyleneamino)-4-(5-hydroxymethylpyridin-3-yl)thiazole). Starting materials: [BH4-], CNc1ccc(CN2CCN(C(=O)OC(C)(C)C)C(C)C2)cc1, CC(C)(C)OC(=O)N1CCN(Cc2ccc(N)cc2)CC1, [Na+]. Product: CNc1ccc(CN2CCN(C(=O)OC(C)(C)C)CC2)cc1. Reaction SMILES: [BH4-:45].[CH3:22][CH:23]1[N:24]([C:38](=[O:39])[O:40][C:41]([CH3:42])([CH3:43])[CH3:44])[CH2:25][CH2:26][N:27]([CH2:29][c:30]2[cH:31][cH:32][c:33]([NH:36][CH3:37])[cH:34][cH:35]2)[CH2:28]1.[NH2:1][c:2]1[cH:3][cH:4][c:5]([CH2:6][N:7]2[CH2:8][CH2:9][N:10]([C:11]([O:12][C:13]([CH3:14])([CH3:15])[CH3:16])=[O:17])[CH2:18][CH2:19]2)[cH:20][cH:21]1.[Na+:46]>>[CH2:23]1[N:24]([C:38](=[O:39])[O:40][C:41]([CH3:42])([CH3:43])[CH3:44])[CH2:25][CH2:26][N:27]([CH2:29][c:30]2[cH:31][cH:32][c:33]([NH:36][CH3:37])[cH:34][cH:35]2)[CH2:28]1.